This data is from the Open Reaction Database (ORD), a public repository of structured organic reaction records. The task is: describe an organic reaction: reactants, conditions, products, and yield Run in CO.C(OC)COC (methanol dimethoxyethane). Reactants: C[O-].[Na+] (sodium methoxide), ClC1=NN(C(N1C=1C(=COC1)C(=O)OC)=O)C (methyl 4-(3-chloro-1,5-dihydro-1-methyl-5-oxo-4H-1,2,4-triazol-4-yl)-3-furancarboxylate), [NH4+].[Cl-] (NH4Cl). Yields the product COC1=NN(C(N1C=1C(=COC1)C(=O)OC)=O)C (methyl 4-(1,5-dihydro-3-methoxy-1-methyl-5-oxo-4H-1,2,4-triazol-4-yl)-3-furancarboxylate). As a reaction SMILES: [CH3:1][O-:2].[Na+].Cl[C:5]1[N:9]([C:10]2[C:11]([C:15]([O:17][CH3:18])=[O:16])=[CH:12][O:13][CH:14]=2)[C:8](=[O:19])[N:7]([CH3:20])[N:6]=1.[NH4+].[Cl-]>CO.C(COC)OC>[CH3:1][O:2][C:5]1[N:9]([C:10]2[C:11]([C:15]([O:17][CH3:18])=[O:16])=[CH:12][O:13][CH:14]=2)[C:8](=[O:19])[N:7]([CH3:20])[N:6]=1 |f:0.1,3.4,5.6|. Reaction conditions: temperature 40 celsius. Procedure: A solution of sodium methoxide (11.4 mL, 30% in methanol) was added to a solution of the title compound of Step D (5.34 g) in methanol/dimethoxyethane (26 mL/26 mL) while stirring under nitrogen. The yellow solution was heated to 40° C. for 5 h, cooled to room temperature and left to stir overnight under nitrogen. The reaction mixture was poured into saturated aqueous NH4Cl (50 mL) and the resulting mixture was extracted three times with ethyl acetate. The combined organic extracts were dried (M... Starting materials: CC(C)(C)OC(=O)NCCc1ccc(C#N)cc1, CCOC(C)=O, ClCCl, O=C(O)C(F)(F)F. Yields the product N#Cc1ccc(CCN)cc1. RXN SMILES: [C:1]([O:2][C:3](=[O:4])[NH:7][CH2:8][CH2:9][c:10]1[cH:11][cH:12][c:13]([C:16]#[N:17])[cH:14][cH:15]1)([CH3:5])([CH3:6])[CH3:18].[CH3:26][CH2:27][O:28][C:29](=[O:30])[CH3:31].[Cl:32][CH2:33][Cl:34].[OH:19][C:20]([C:21]([F:22])([F:23])[F:24])=[O:25]>>[NH2:7][CH2:8][CH2:9][c:10]1[cH:11][cH:12][c:13]([C:16]#[N:17])[cH:14][cH:15]1. Reactants: O=Cc1cccc(Br)n1, O=C([O-])[O-], Cc1ccccc1, [Na+], [Na+], OB(O)c1ccccc1, c1ccc(P(c2ccccc2)(c2ccccc2)[Pd](P(c2ccccc2)(c2ccccc2)c2ccccc2)(P(c2ccccc2)(c2ccccc2)c2ccccc2)P(c2ccccc2)(c2ccccc2)c2ccccc2)cc1. The product is O=Cc1cccc(-c2ccccc2)n1. Reaction SMILES: [Br:16][c:17]1[n:18][c:19]([CH:23]=[O:24])[cH:20][cH:21][cH:22]1.[C:10](=[O:11])([O-:12])[O-:13].[CH3:25][c:26]1[cH:27][cH:28][cH:29][cH:30][cH:31]1.[Na+:14].[Na+:15].[OH:1][B:2]([OH:3])[c:4]1[cH:5][cH:6][cH:7][cH:8][cH:9]1.[cH:32]1[cH:33][cH:34][c:35]([P:36]([Pd:37]([P:38]([c:39]2[cH:40][cH:41][cH:42][cH:43][cH:44]2)([c:45]2[cH:46][cH:47][cH:48][cH:49][cH:50]2)[c:51]2[cH:52][cH:53][cH:54][cH:55][cH:56]2)([P:57]([c:58]2[cH:59][cH:60][cH:61][cH:62][cH:63]2)([c:64]2[cH:65][cH:66][cH:67][cH:68][cH:69]2)[c:70]2[cH:71][cH:72][cH:73][cH:74][cH:75]2)[P:76]([c:77]2[cH:78][cH:79][cH:80][cH:81][cH:82]2)([c:83]2[cH:84][cH:85][cH:86][cH:87][cH:88]2)[c:89]2[cH:90][cH:91][cH:92][cH:93][cH:94]2)([c:95]2[cH:96][cH:97][cH:98][cH:99][cH:100]2)[c:101]2[cH:102][cH:103][cH:104][cH:105][cH:106]2)[cH:107][cH:108]1>>[c:4]1(-[c:17]2[n:18][c:19]([CH:23]=[O:24])[cH:20][cH:21][cH:22]2)[cH:5][cH:6][cH:7][cH:8][cH:9]1. The reactants are CCO, [Cl-], O=[N+]([O-])c1ccccc1Oc1ccc(Cl)cc1Cl, [Fe], [NH4+], O. Yields the product Nc1ccccc1Oc1ccc(Cl)cc1Cl. RXN SMILES: [CH3:21][CH2:22][OH:23].[Cl-:1].[Cl:3][c:4]1[c:5]([O:6][c:7]2[c:8]([N+:13]([O-:14])=[O:15])[cH:9][cH:10][cH:11][cH:12]2)[cH:16][cH:17][c:18]([Cl:20])[cH:19]1.[Fe:25].[NH4+:2].[OH2:24]>>[Cl:3][c:4]1[c:5]([O:6][c:7]2[c:8]([NH2:13])[cH:9][cH:10][cH:11][cH:12]2)[cH:16][cH:17][c:18]([Cl:20])[cH:19]1. The reactants are ClC1=CC=C(C=C1)C(N1CCNCC1)C1=CC=CC=C1 (1-((4-chlorophenyl)(phenyl)methyl)piperazine), O=C1N(CCC1(C1=CC=CC=C1)C1=CC=CC=C1)CC(=O)O (2-(2-oxo-3,3-diphenylpyrrolidin-1-yl)acetic acid), Cl.C(C)N=C=NCCCN(C)C (N1-((ethylimino)methylene)-N3,N3-dimethylpropane-1,3-diamine hydrochloride). Reagents/catalysts: CN(C1=CC=NC=C1)C (N,N-dimethylpyridin-4-amine). Solvent: ClCCl (dichloromethane). Reaction conditions: time 8 hour. Product: ClC1=CC=C(C=C1)C(N1CCN(CC1)C(CN1C(C(CC1)(C1=CC=CC=C1)C1=CC=CC=C1)=O)=O)C1=CC=CC=C1 (1-(2-{4-[(4-chlorophenyl)(phenyl)methyl]piperazin-1-yl}-2-oxoethyl)-3,3-diphenylpyrrolidin-2-one). As a reaction SMILES: [Cl:1][C:2]1[CH:7]=[CH:6][C:5]([CH:8]([C:15]2[CH:20]=[CH:19][CH:18]=[CH:17][CH:16]=2)[N:9]2[CH2:14][CH2:13][NH:12][CH2:11][CH2:10]2)=[CH:4][CH:3]=1.[O:21]=[C:22]1[C:26]([C:33]2[CH:38]=[CH:37][CH:36]=[CH:35][CH:34]=2)([C:27]2[CH:32]=[CH:31][CH:30]=[CH:29][CH:28]=2)[CH2:25][CH2:24][N:23]1[CH2:39][C:40](O)=[O:41].Cl.C(N=C=NCCCN(C)C)C>ClCCl.CN(C)C1C=CN=CC=1>[Cl:1][C:2]1[CH:3]=[CH:4][C:5]([CH:8]([C:15]2[CH:16]=[CH:17][CH:18]=[CH:19][CH:20]=2)[N:9]2[CH2:10][CH2:11][N:12]([C:40](=[O:41])[CH2:39][N:23]3[CH2:24][CH2:25][C:26]([C:27]4[CH:32]=[CH:31][CH:30]=[CH:29][CH:28]=4)([C:33]4[CH:38]=[CH:37][CH:36]=[CH:35][CH:34]=4)[C:22]3=[O:21])[CH2:13][CH2:14]2)=[CH:6][CH:7]=1 |f:2.3|. Procedure details: To a solution of 1-((4-chlorophenyl)(phenyl)methyl)piperazine (0.29 g, 1.00 mmol) in dichloromethane (20 mL) under nitrogen was added 2-(2-oxo-3,3-diphenylpyrrolidin-1-yl)acetic acid (Example 1C, 0.30 g, 1.00 mmol) followed by N1-((ethylimino)methylene)-N3,N3-dimethylpropane-1,3-diamine hydrochloride (0.38 g, 2.00 mmol) and N,N-dimethylpyridin-4-amine (0.61 mg, 0.005 mmol). The reaction mixture was stirred overnight at room temperature. The reaction was concentrated, and the residue was partitio... The reactants are [N+](=O)([O-])C1=CC(=C(C=C1)C1=CN=CO1)C (5-(4-Nitro-2-methylphenyl)oxazole), O (water). The reagents and catalysts are [Pd] (palladium on carbon). The solvent is CO (methanol). The product is NC1=CC(=C(C=C1)C1=CN=CO1)C (5-(4-amino-2-methylphenyl)oxazole). As a reaction SMILES: [N+:1]([C:4]1[CH:9]=[CH:8][C:7]([C:10]2[O:14][CH:13]=[N:12][CH:11]=2)=[C:6]([CH3:15])[CH:5]=1)([O-])=O.O>CO.[Pd]>[NH2:1][C:4]1[CH:9]=[CH:8][C:7]([C:10]2[O:14][CH:13]=[N:12][CH:11]=2)=[C:6]([CH3:15])[CH:5]=1. Reported procedure: 2Bromo-5-nitrotoluene (1.0 g, 4.54 mmol) and vinyltributyl tin (1.59 g, 4.99 mmol) were dissolved in toluene (25 mL) under argon. Palladium dibenzylidene acetone (4.15 g, 0.455 mmol) and triphenylphosphine (488 mg, 1.86 mmol) was added and the reaction refluxed overnight. The solvent was evaporated and the residue dissolved in 200 mL of methylene chloride and washed with 10% ammonium hydroxide, water, and brine. The organic layer was dried over magnesium sulfate, filtered and concentrated. The c... Starting materials: C([O-])([O-])=O.[Na+].[Na+] (sodium carbonate), Cl.N12C[C@@H](C(CC1)CC2)NC(=O)C=2SC1=C(C2)C=CC=C1Br (N-[(3R)-1-azabicyclo[2.2.2]oct-3-yl]-7-bromo-1-benzothiophene-2-carboxamide hydrochloride), N1(CCOCC1)C1=CC=C(C=C1)B(O)O (4-(4-morpholinyl)phenylboronic acid). Reagents/catalysts: C1=CC=C(C=C1)P([C-]2C=CC=C2)C3=CC=CC=C3.C1=CC=C(C=C1)P([C-]2C=CC=C2)C3=CC=CC=C3.Cl[Pd]Cl.[Fe+2] (PdCl2(dppf)), C1=CC=C(C=C1)P([C-]2C=CC=C2)C3=CC=CC=C3.C1=CC=C(C=C1)P([C-]2C=CC=C2)C3=CC=CC=C3.Cl[Pd]Cl.[Fe+2] (PdCl2(dppf)). RXN SMILES: C(=O)([O-])[O-].[Na+].[Na+].[ClH:7].[N:8]12[CH2:15][CH2:14][CH:11]([CH2:12][CH2:13]1)[C@@H:10]([NH:16][C:17]([C:19]1[S:20][C:21]3[C:27](Br)=[CH:26][CH:25]=[CH:24][C:22]=3[CH:23]=1)=[O:18])[CH2:9]2.[N:29]1([C:35]2[CH:40]=[CH:39][C:38](B(O)O)=[CH:37][CH:36]=2)[CH2:34][CH2:33][O:32][CH2:31][CH2:30]1>CN(C=O)C.C1C=CC(P(C2C=CC=CC=2)[C-]2C=CC=C2)=CC=1.C1C=CC(P(C2C=CC=CC=2)[C-]2C=CC=C2)=CC=1.Cl[Pd]Cl.[Fe+2]>[ClH:7].[N:8]12[CH2:15][CH2:14][CH:11]([CH2:12][CH2:13]1)[C@@H:10]([NH:16][C:17]([C:19]1[S:20][C:21]3[C:27]([C:38]4[CH:37]=[CH:36][C:35]([N:29]5[CH2:30][CH2:31][O:32][CH2:33][CH2:34]5)=[CH:40][CH:39]=4)=[CH:26][CH:25]=[CH:24][C:22]=3[CH:23]=1)=[O:18])[CH2:9]2 |f:0.1.2,3.4,7.8.9.10,11.12|. Yields the product Cl.N12C[C@@H](C(CC1)CC2)NC(=O)C=2SC1=C(C2)C=CC=C1C1=CC=C(C=C1)N1CCOCC1 (N-[(3R)-1-Azabicyclo[2.2.2]oct-3-yl]-7-[4-(4-morpholinyl)phenyl]-1-benzothiophene-2-carboxamide hydrochloride). Solvent: CN(C)C=O (DMF). Procedure details: 0.22 ml of 2 M aqueous sodium carbonate solution and 6.1 mg (0.007 mmol) of PdCl2(dppf) are added to a mixture of 60 mg (0.15 mmol) of N-[(3R)-1-azabicyclo[2.2.2]oct-3-yl]-7-bromo-1-benzothiophene-2-carboxamide hydrochloride (Example 8A) and 30.9 mg (0.15 mmol) of 4-(4-morpholinyl)phenylboronic acid in 1 ml of DMF. The reaction mixture is heated to 80° C. After 4.5 h, a further 6.1 mg (0.007 mmol) of PdCl2(dppf) are added. After a further 12 h, the reaction mixture is filtered through kieselguhr... Conditions: temperature 80 celsius, time 4.5 hour. Reactants: C(#N)C=1C=CC(=C(C1)C1=NC(C2=NN=NC2=N1)=O)OCCC (2-(5-Cyano-2-propoxyphenyl)-8-azapurin-6-one), S(O)(O)(=O)=O (sulphuric acid). Run in O (water). Conditions: time 3 hour. Product: C(N)(=O)C=1C=CC(=C(C1)C1=NC(C2=NN=NC2=N1)=O)OCCC (2-(5-carbamoyl-2-propoxyphenyl)-8-azapurin-6-one). RXN SMILES: [C:1]([C:3]1[CH:4]=[CH:5][C:6]([O:19][CH2:20][CH2:21][CH3:22])=[C:7]([C:9]2[N:17]=[C:16]3[C:12](=[N:13][N:14]=[N:15]3)[C:11](=[O:18])[N:10]=2)[CH:8]=1)#[N:2].S(=O)(=O)(O)[OH:24]>O>[C:1]([C:3]1[CH:4]=[CH:5][C:6]([O:19][CH2:20][CH2:21][CH3:22])=[C:7]([C:9]2[N:17]=[C:16]3[C:12](=[N:13][N:14]=[N:15]3)[C:11](=[O:18])[N:10]=2)[CH:8]=1)(=[O:24])[NH2:2]. Procedure details: 2-(5-Cyano-2-propoxyphenyl)-8-azapurin-6-one (2.0 g; prepared as described in Example 6) was carefully added with stirring to concentrated sulphuric acid (20 ml) during 10 minutes. The resulting solution was allowed to stand at room temperature for 3 hours, and then it was poured into iced water (100 ml) and the mixture was allowed to stand for 2 hours. The resulting solid was then filtered off and dissolved in aqueous sodium carbonate solution (2 N; 50 ml). This solution was treated with charco... The reactants are Cc1cc([N+](=O)[O-])c(C)c(Cl)c1Oc1ccc(C(=O)c2ccc(Cl)cc2)cc1, Cc1ccccc1, CCOC(C)=O, CCCCCC, ClC(Cl)Cl. Product: Cc1cc(N)c(C)c(Cl)c1Oc1ccc(C(=O)c2ccc(Cl)cc2)cc1. As a reaction SMILES: [CH3:1][c:2]1[c:3]([N+:26]([O-:27])=[O:28])[cH:4][c:5]([CH3:25])[c:6]([O:9][c:10]2[cH:11][cH:12][c:13]([C:16]([c:17]3[cH:18][cH:19][c:20]([Cl:23])[cH:21][cH:22]3)=[O:24])[cH:14][cH:15]2)[c:7]1[Cl:8].[CH3:29][c:30]1[cH:31][cH:32][cH:33][cH:34][cH:35]1.[CH3:40][CH2:41][O:42][C:43](=[O:44])[CH3:45].[CH3:46][CH2:47][CH2:48][CH2:49][CH2:50][CH3:51].[Cl:36][CH:37]([Cl:38])[Cl:39]>>[CH3:1][c:2]1[c:3]([NH2:26])[cH:4][c:5]([CH3:25])[c:6]([O:9][c:10]2[cH:11][cH:12][c:13]([C:16]([c:17]3[cH:18][cH:19][c:20]([Cl:23])[cH:21][cH:22]3)=[O:24])[cH:14][cH:15]2)[c:7]1[Cl:8]. Procedure details: To a stirred solution of 4-amino-benzoic acid methyl ester (11.3 g, 78.4 mmol) and pyridine-3-carbaldehyde (8.4 g, 78.4 mmol) in acetonitrile (150 mL) were added isobutene (21.0 mL, 313.5 mmol) and ytterbium(III) trifluoromethanesulfonate (Yb(OTf)3) (5.8 g, 9.5 mmol). The resulting mixture was stirred at 85° C. for 18 h in sealed tube. The mixture was diluted with ethyl acetate (300 mL) and washed with water (100 mL×2) and brine (100 mL×2) and then dried over anhydrous sodium sulfate. The solven... Yields the product COC(=O)C=1C=C2C(CC(NC2=CC1)C=1C=NC=CC1)(C)C (4,4-dimethyl-2-pyridin-3-yl-1,2,3,4-tetrahydro-quinoline-6-carboxylic acid methyl ester). Conditions: temperature 85 celsius, time 18 hour. RXN SMILES: [CH3:1][O:2][C:3](=[O:11])[C:4]1[CH:9]=[CH:8][C:7]([NH2:10])=[CH:6][CH:5]=1.[N:12]1[CH:17]=[CH:16][CH:15]=[C:14]([CH:18]=O)[CH:13]=1.[CH2:20]=[C:21]([CH3:23])[CH3:22].FC(F)(F)S([O-])(=O)=O.[Yb+3].FC(F)(F)S([O-])(=O)=O.FC(F)(F)S([O-])(=O)=O>C(#N)C.C(OCC)(=O)C>[CH3:1][O:2][C:3]([C:4]1[CH:5]=[C:6]2[C:7](=[CH:8][CH:9]=1)[NH:10][CH:18]([C:14]1[CH:13]=[N:12][CH:17]=[CH:16][CH:15]=1)[CH2:20][C:21]2([CH3:23])[CH3:22])=[O:11] |f:3.4.5.6|. The solvent is C(C)#N (acetonitrile), C(C)(=O)OCC (ethyl acetate). Starting materials: COC(C1=CC=C(C=C1)N)=O (4-amino-benzoic acid methyl ester), N1=CC(=CC=C1)C=O (pyridine-3-carbaldehyde), C=C(C)C (isobutene), FC(S(=O)(=O)[O-])(F)F.[Yb+3].FC(S(=O)(=O)[O-])(F)F.FC(S(=O)(=O)[O-])(F)F (ytterbium(III) trifluoromethanesulfonate). Yield: 39.6%.